The task is: describe an organic reaction: reactants, conditions, products, and yield. This data is from the Open Reaction Database (ORD), a public repository of structured organic reaction records. The reactants are CO (MeOH), enzyme solution, [C@@H]1([C@H](O)[C@@H](O)[C@H](O)[C@H](O1)CO)OC=1C(=O)O[C@@H](C1O)[C@@H](O)CO (2-O-(β-D-glucopyranosyl)ascorbic acid), O=C1C(O)=C(O)[C@H](O1)[C@@H](O)CO (ascorbic acid). Solvent: C(C)(=O)[O-] (acetate), C([C@@H]1[C@H]([C@@H]([C@H]([C@@H](O1)O[C@@H]2[C@H](O[C@H]([C@@H]([C@H]2O)O)O)CO)O)O)O)O (cellobiose). Conditions: temperature 100 celsius. Yields the product [C@@H]1([C@H](O)[C@@H](O)[C@H](O)[C@H](O1)CO)[C@]1(C(=C(C(=O)O1)O)O)[C@@H](O)CO (β-D-glucopyranosylascorbic acid). RXN SMILES: CO.[C@@H]1([O:14][C:15]2[C:16]([O:18][C@H:19]([C@H:22]([CH2:24][OH:25])[OH:23])[C:20]=2[OH:21])=[O:17])O[C@H](CO)[C@@H](O)[C@H](O)[C@H]1O.O=[C:27]1[O:33][C@H:32]([C@H:34]([CH2:36][OH:37])[OH:35])[C:30]([OH:31])=[C:28]1[OH:29]>C([O-])(=O)C.C(O)[C@H]1O[C@@H](O[C@H]2[C@H](O)[C@@H](O)[C@H](O)O[C@@H]2CO)[C@H](O)[C@@H](O)[C@@H]1O>[C@@H:27]1([C@:19]2([C@H:22]([CH2:24][OH:25])[OH:23])[O:18][C:16](=[O:17])[C:15]([OH:14])=[C:20]2[OH:21])[O:33][C@H:32]([CH2:30][OH:31])[C@@H:34]([OH:35])[C@H:36]([OH:37])[C@H:28]1[OH:29]. Procedure: Using, as an index, a retention time of 5.2 minutes in LC system manufactured by GILSON (master pump 305 type, UV detector 116 type), column: INERTSIL® ODS-3 (manufactured by GL Science, 4.6×150 mm, 5 μm) , mobile phase: 20% MeOH-20 mM phosphoric acid-5 mM tetra-n-amylammonium bromide, flow rate: 0.5 ml/min, detection wavelength: 254 nm) of a chemically synthesized product of 2-O-(β-D-glucopyranosyl)ascorbic acid, commercially available cellulase, (β-glucosidase, and β-glucanase enzyme preparati... Reactants: O=C([O-])[O-], CN(C(=O)OCc1ccccc1)c1cc(CC(NS(=O)(=O)c2ccccc2)C(=O)NCCCCc2ccccc2)ccc1O, CCOC(=O)C(F)Br, [K+], [K+], CN(C)C=O. The product is CCOC(=O)C(F)Oc1ccc(CC(NS(=O)(=O)c2ccccc2)C(=O)NCCCCc2ccccc2)cc1N(C)C(=O)OCc1ccccc1. As a reaction SMILES: [C:45](=[O:46])([O-:47])[O-:48].[CH2:1]([c:2]1[cH:3][cH:4][cH:5][cH:6][cH:7]1)[O:8][C:9]([N:10]([CH3:11])[c:12]1[c:13]([OH:43])[cH:14][cH:15][c:16]([CH2:18][CH:19]([C:20]([NH:21][CH2:22][CH2:23][CH2:24][CH2:25][c:26]2[cH:27][cH:28][cH:29][cH:30][cH:31]2)=[O:32])[NH:33][S:34](=[O:35])(=[O:36])[c:37]2[cH:38][cH:39][cH:40][cH:41][cH:42]2)[cH:17]1)=[O:44].[CH2:51]([CH3:52])[O:53][C:54]([CH:55]([F:56])[Br:57])=[O:58].[K+:49].[K+:50].[O:59]=[CH:60][N:61]([CH3:62])[CH3:63]>>[CH2:1]([c:2]1[cH:3][cH:4][cH:5][cH:6][cH:7]1)[O:8][C:9]([N:10]([CH3:11])[c:12]1[c:13]([O:43][CH:55]([C:54]([O:53][CH2:51][CH3:52])=[O:58])[F:56])[cH:14][cH:15][c:16]([CH2:18][CH:19]([C:20]([NH:21][CH2:22][CH2:23][CH2:24][CH2:25][c:26]2[cH:27][cH:28][cH:29][cH:30][cH:31]2)=[O:32])[NH:33][S:34](=[O:35])(=[O:36])[c:37]2[cH:38][cH:39][cH:40][cH:41][cH:42]2)[cH:17]1)=[O:44].